Dataset: the Open Reaction Database (ORD), a public repository of structured organic reaction records. Task: describe an organic reaction: reactants, conditions, products, and yield Product: C(C1=CC=CC=C1)(=O)C(C(C(=O)O)(O)C(C1=CC=CC=C1)=O)(O)C(=O)O.C1(=CC=CC=C1)[C@H](N)[C@@H](O)C(=O)N ((2R,3S)-3-Phenylisoserine amide dibenzoyl-tartaric acid salt). As a reaction SMILES: [C:1]1([CH:7]([CH:9]([C:11]([NH2:13])=[O:12])[OH:10])[NH2:8])[CH:6]=[CH:5][CH:4]=[CH:3][CH:2]=1.[C:14]([C:22]([C:37]([OH:39])=[O:38])([OH:36])[C:23]([C:28](=[O:35])[C:29]1[CH:34]=[CH:33][CH:32]=[CH:31][CH:30]=1)([OH:27])[C:24]([OH:26])=[O:25])(=[O:21])[C:15]1[CH:20]=[CH:19][CH:18]=[CH:17][CH:16]=1>C(O)C>[C:28]([C:23]([C:24]([OH:26])=[O:25])([OH:27])[C:22]([C:14](=[O:21])[C:15]1[CH:20]=[CH:19][CH:18]=[CH:17][CH:16]=1)([OH:36])[C:37]([OH:39])=[O:38])(=[O:35])[C:29]1[CH:34]=[CH:33][CH:32]=[CH:31][CH:30]=1.[C:1]1([C@@H:7]([C@H:9]([C:11]([NH2:13])=[O:12])[OH:10])[NH2:8])[CH:2]=[CH:3][CH:4]=[CH:5][CH:6]=1 |f:3.4|. Reaction conditions: time 60 minute. Procedure details: Racemic threo 3-phenylisoserine amide (IX) (120.0 g, 0.67 mole) and (−)-dibenzoyltartaric acid (240.1 g, 0.67 mole) were suspended in ethanol (1080.0 g). The suspension was refluxed for 2 hours, then cooled to room temperature and stirred for further 60 minutes. The product was filtered off, washed with ethanol (400.0 g) and vacuum dried at 50° C. Yield: 180.6 g (0.34 mole, 50%). Run in C(C)O (ethanol). Starting materials: C1(=CC=CC=C1)C(N)C(O)C(=O)N (3-phenylisoserine amide), C(C1=CC=CC=C1)(=O)C(C(C(=O)O)(O)C(C1=CC=CC=C1)=O)(O)C(=O)O ((−)-dibenzoyltartaric acid). The reactants are K2OsO2(OH)4, C[N+]1(CCOCC1)[O-] (N-methylmorpholine N-oxide), CC(C)(C)O (t-BuOH), olefin, O (H2O), C(C)(=O)OCC (ethyl acetate), [O-]S(=O)[O-].[Na+].[Na+] (Na2SO3), O (H2O). Reagents/catalysts: CCC1CN2CCC1CC2C(C3=C4C=C(C=CC4=NC=C3)OC)OC5=NN=C(C6=CC=CC=C65)OC(C7CC8CCN7CC8CC)C9=C1C=C(C=CC1=NC=C9)OC (hydroquinine 1,4-phthalazinediyl diether). Run at time 48 hour. Yields the product O[C@@H](C(=O)OC)[C@H](C(C)C)O ((2R,3S)-Methyl 2,3-dihydroxy-3-[isopropyl]propionate). Isolated yield 60.0%. As a reaction SMILES: C[N+]1([O-])CC[O:5]CC1.[CH3:9][C:10](O)([CH3:12])[CH3:11].[C:14]([O:17][CH2:18]C)(=[O:16])[CH3:15].[O-]S([O-])=O.[Na+].[Na+].[OH2:26]>CCC1C2CC(C(OC3C4C(=CC=CC=4)C(OC(C4C=CN=C5C=4C=C(OC)C=C5)C4N5CC(CC)C(CC5)C4)=NN=3)C3C=CN=C4C=3C=C(OC)C=C4)N(CC2)C1>[OH:26][C@H:15]([C@@H:9]([OH:5])[CH:10]([CH3:12])[CH3:11])[C:14]([O:17][CH3:18])=[O:16] |f:3.4.5|. Procedure details: To a clear yellow solution of K2OsO2(OH)4 (246.1 mg, 0.67 mmol, 0.95 mol %), hydroquinine 1,4-phthalazinediyl diether (555.1 mg, 0.71 mmol, 1.01 mol %), N-methylmorpholine N-oxide (50 wt % in water, 25.0 mL, 0.106 mol, 1.51 equiv.), t-BuOH (84 mL), and H2O (58 mL) was added at 25° C. the neat olefin XV (R1=i-Pr; R3═Me) (9.0 g, 70.2 mmol) via a syringe pump over a period of 48 h (the syringe was connected to tubing, whose tip was immersed in the solution throughout the reaction time). The resulti... Starting materials: C1(CCCC1)OC=1C=C(C=O)C=CC1OC (3-cyclopentyloxy-4-methoxybenzaldehyde), ClC1=C(N)C=CC=C1 (2-chloroaniline), O (water). The solvent is C1(=CC=CC=C1)C (toluene). Run at time 2 hour. The product is ClC1=C(C=CC=C1)NCC1=CC(=C(C=C1)OC)OC1CCCC1 (N-(2-chlorophenyl)-3-cyclopentyloxy-4-methoxybenzylamine). Reaction SMILES: [CH:1]1([O:6][C:7]2[CH:8]=[C:9]([CH:12]=[CH:13][C:14]=2[O:15][CH3:16])[CH:10]=O)[CH2:5][CH2:4][CH2:3][CH2:2]1.[Cl:17][C:18]1[CH:24]=[CH:23][CH:22]=[CH:21][C:19]=1[NH2:20].O>C1(C)C=CC=CC=1>[Cl:17][C:18]1[CH:24]=[CH:23][CH:22]=[CH:21][C:19]=1[NH:20][CH2:10][C:9]1[CH:12]=[CH:13][C:14]([O:15][CH3:16])=[C:7]([O:6][CH:1]2[CH2:5][CH2:4][CH2:3][CH2:2]2)[CH:8]=1. Procedure details: A solution of 3-cyclopentyloxy-4-methoxybenzaldehyde (5 g) and 2-chloroaniline (2.5 mL) in toluene (60 mL) is heated at reflux under a Dean and Stark water trap for 3 hours. After concentration, the residue is dissolved in methanol (60 mL) and the stirred solution is treated at 0° C. with sodium cyanoborohydride (2.1 g). The temperature is allowed to rise to room temperature, and the stirring is continued for 2 hours, before dilution with ethyl acetate (100 mL) and washing with saline (100 mL). ... Reactants: C(C)(C)(C)OC(=O)[N-]S(=O)(=O)N1C=CC(C=C1)=[N+](C)C (N-(tert-butoxycarbonyl)-N-[4-(dimethylazaniumylidene)-1,4-dihydropyridin-1-ylsulfonyl]azanide), N1CCCC1 (pyrrolidine). The solvent is C(Cl)Cl (DCM). Conditions: time 24 hour. Product: C(C)(C)(C)OC(=O)NS(=O)(=O)N1CCCC1 ([N-(tert-butoxycarbonyl)]-pyrrolidine-1-sulfonic acid amide). As a reaction SMILES: [C:1]([O:5][C:6]([N-:8][S:9]([N:12]1[CH:17]=[CH:16][C:15](=[N+](C)C)[CH:14]=C1)(=[O:11])=[O:10])=[O:7])([CH3:4])([CH3:3])[CH3:2].N1CCCC1>C(Cl)Cl>[C:1]([O:5][C:6]([NH:8][S:9]([N:12]1[CH2:17][CH2:16][CH2:15][CH2:14]1)(=[O:10])=[O:11])=[O:7])([CH3:2])([CH3:3])[CH3:4]. Procedure details: A suspension of N-(tert-butoxycarbonyl)-N-[4-(dimethylazaniumylidene)-1,4-dihydropyridin-1-ylsulfonyl]azanide (3 g; 9.955 mmol) prepared according to the procedure from Winum et al (Organic Letters 2001, 3, 2241) in DCM (24 mL) was treated with pyrrolidine (0.864 mL; 10.453 mmol) and stirred at rt for 24 h. The reaction mixture was chromatographed by FC on silica gel (eluent: CH2Cl2/EtOAc 100:1) to give [N-(tert-butoxycarbonyl)]-pyrrolidine-1-sulfonic acid amide. TLC: Rf (DCM/EtOAc 100:1)=0.40. ... Reactants: CC(O)CNc1cc(OCc2ccccc2)ccc1C#N, C1CCCCC1, CC(C)C[NH2+]CC(C)C, C1CCOC1, [H-]. Product: CC(O)CNc1cc(OCc2ccccc2)ccc1C=O. Reaction SMILES: [CH2:1]([c:2]1[cH:3][cH:4][cH:5][cH:6][cH:7]1)[O:8][c:9]1[cH:10][c:11]([NH:17][CH2:18][CH:19]([CH3:20])[OH:21])[c:12]([C:13]#[N:14])[cH:15][cH:16]1.[CH2:22]1[CH2:23][CH2:24][CH2:25][CH2:26][CH2:27]1.[CH2:29]([NH2+:30][CH2:31][CH:32]([CH3:33])[CH3:34])[CH:35]([CH3:36])[CH3:37].[CH2:38]1[CH2:41][CH2:40][CH2:39][O:42]1.[H-:28]>>[CH2:1]([c:2]1[cH:3][cH:4][cH:5][cH:6][cH:7]1)[O:8][c:9]1[cH:10][c:11]([NH:17][CH2:18][CH:19]([CH3:20])[OH:21])[c:12]([CH:13]=[O:42])[cH:15][cH:16]1. The reactants are Cl, CN(C(=O)N(C)C1CN(C(=O)C2CCNCC2)CC1c1ccc(F)cc1)c1cc(C(F)(F)F)cc(C(F)(F)F)c1, O=C(O)Cn1cnnn1. Product: CN(C(=O)N(C)C1CN(C(=O)C2CCN(C(=O)Cn3cnnn3)CC2)CC1c1ccc(F)cc1)c1cc(C(F)(F)F)cc(C(F)(F)F)c1. Reaction SMILES: [ClH:1].[F:2][C:3]([c:4]1[cH:5][c:6]([N:14]([C:15](=[O:16])[N:17]([CH3:18])[CH:19]2[CH2:20][N:21]([C:31](=[O:32])[CH:33]3[CH2:34][CH2:35][NH:36][CH2:37][CH2:38]3)[CH2:22][CH:23]2[c:24]2[cH:25][cH:26][c:27]([F:30])[cH:28][cH:29]2)[CH3:39])[cH:7][c:8]([C:10]([F:11])([F:12])[F:13])[cH:9]1)([F:40])[F:41].[n:42]1([CH2:47][C:48](=[O:49])[OH:50])[n:43][n:44][n:45][cH:46]1>>[F:2][C:3]([c:4]1[cH:5][c:6]([N:14]([C:15](=[O:16])[N:17]([CH3:18])[CH:19]2[CH2:20][N:21]([C:31](=[O:32])[CH:33]3[CH2:34][CH2:35][N:36]([C:48]([CH2:47][n:42]4[n:43][n:44][n:45][cH:46]4)=[O:49])[CH2:37][CH2:38]3)[CH2:22][CH:23]2[c:24]2[cH:25][cH:26][c:27]([F:30])[cH:28][cH:29]2)[CH3:39])[cH:7][c:8]([C:10]([F:11])([F:12])[F:13])[cH:9]1)([F:40])[F:41]. The reactants are [H-].[Na+] (sodium hydride), N1C=C(C2=CC=CC=C12)C=O (indole-3-carboxaldehyde), CC1(OCCO1)CCCCl (2-methyl-2(3-chloropropyl)-dioxolane). Run in CN(C=O)C (dimethylformamide), CN(C=O)C (dimethylformamide). Conditions: time 1 hour. The product is CC1(OCCO1)CCCN1C=C(C2=CC=CC=C12)C=O (1-[3-(2-methyl-2-dioxolanyl)propyl]-3-indolecarboxaldehyde). RXN SMILES: [H-].[Na+].[NH:3]1[C:11]2[C:6](=[CH:7][CH:8]=[CH:9][CH:10]=2)[C:5]([CH:12]=[O:13])=[CH:4]1.[CH3:14][C:15]1([CH2:20][CH2:21][CH2:22]Cl)[O:19][CH2:18][CH2:17][O:16]1>CN(C)C=O>[CH3:14][C:15]1([CH2:20][CH2:21][CH2:22][N:3]2[C:11]3[C:6](=[CH:7][CH:8]=[CH:9][CH:10]=3)[C:5]([CH:12]=[O:13])=[CH:4]2)[O:19][CH2:18][CH2:17][O:16]1 |f:0.1|. Procedure details: A suspension of 10.6 g. (0.44 mole) of sodium hydride in 50 ml. of dry dimethylformamide is treated dropwise with a solution of 58 g. (0.40 mole) of indole-3-carboxaldehyde in 200 ml. of dimethylformamide. An exothermic reaction is observed with the temperature rising to 70° C. The resulting mixture is stirred for one hour. To the resulting mixture there is added 69 g. (0.42 mole) of 2-methyl-2(3-chloropropyl)-dioxolane, and the mixture is maintained overnight at room temperature. The solvent is... Starting materials: [Al+3], CN(c1cccc2cc(C3=NCC(C)(C#N)S3)[nH]c12)S(=O)(=O)c1cccs1, CCO, [H-], [H-], [H-], [H-], [Li+], [Na+], C1CCOC1, [OH-]. Yields the product CN(c1cccc2cc(C3=NCC(C)(CN)S3)[nH]c12)S(=O)(=O)c1cccs1. Reaction SMILES: [Al+3:2].[C:12](#[N:13])[C:14]1([CH3:38])[CH2:15][N:16]=[C:17]([c:19]2[nH:20][c:21]3[c:22]([N:28]([S:29](=[O:30])(=[O:31])[c:32]4[s:33][cH:34][cH:35][cH:36]4)[CH3:37])[cH:23][cH:24][cH:25][c:26]3[cH:27]2)[S:18]1.[CH3:41][CH2:42][OH:43].[H-:1].[H-:4].[H-:5].[H-:6].[Li+:3].[Na+:40].[O:7]1[CH2:8][CH2:9][CH2:10][CH2:11]1.[OH-:39]>>[CH2:12]([NH2:13])[C:14]1([CH3:38])[CH2:15][N:16]=[C:17]([c:19]2[nH:20][c:21]3[c:22]([N:28]([S:29](=[O:30])(=[O:31])[c:32]4[s:33][cH:34][cH:35][cH:36]4)[CH3:37])[cH:23][cH:24][cH:25][c:26]3[cH:27]2)[S:18]1. Starting materials: N([C@@H](CC(C)C)C(=O)N[C@H](CC1=CNC2=CC=CC=C12)C(=O)NCCC(=O)OCC)C(=O)OC(C)(C)C (Boc-Leu-DTrp-βAla-OEt), C(C)(S)S.C(=O)(C(F)(F)F)O (ethanedithiol TFA). Procedure details: To Boc-Leu-DTrp-βAla-OEt (760 mg) obtained in Example 29-(1) was added 20% ethanedithiol/TFA (25 ml) at 0°~5° C. The reaction mixture was stirred at 0°~5° C. for 30 min, and concentrated under reduced pressure. Toluene was added to the residue and the solution was again concentrated under reduced pressure. These procedures were repeated 3 times. The resulting residue was dissolved in ether (5 ml). Addition of hexane (ca. 10 ml) caused precipitation. Filtration of a precipitate, followed by dryin... Yields the product N[C@@H](CC(C)C)C(=O)N[C@H](CC1=CNC2=CC=CC=C12)C(=O)NCCC(=O)OCC.FC(F)(F)C(=O)O (Leu-DTrp-βAla-OEt.TFA). Reaction conditions: time 30 minute. Reaction SMILES: [NH:1](C(OC(C)(C)C)=O)[C@H:2]([C:7]([NH:9][C@@H:10]([C:21]([NH:23][CH2:24][CH2:25][C:26]([O:28][CH2:29][CH3:30])=[O:27])=[O:22])[CH2:11][C:12]1[C:20]2[C:15](=[CH:16][CH:17]=[CH:18][CH:19]=2)[NH:14][CH:13]=1)=[O:8])[CH2:3][CH:4]([CH3:6])[CH3:5].C(S)(S)C.[C:42]([OH:48])([C:44]([F:47])([F:46])[F:45])=[O:43]>>[NH2:1][C@H:2]([C:7]([NH:9][C@@H:10]([C:21]([NH:23][CH2:24][CH2:25][C:26]([O:28][CH2:29][CH3:30])=[O:27])=[O:22])[CH2:11][C:12]1[C:20]2[C:15](=[CH:16][CH:17]=[CH:18][CH:19]=2)[NH:14][CH:13]=1)=[O:8])[CH2:3][CH:4]([CH3:5])[CH3:6].[F:45][C:44]([C:42]([OH:48])=[O:43])([F:47])[F:46] |f:1.2,3.4|. Starting materials: CC(C)[Si](C(C)C)(C(C)C)n1ccc2cc(C(=O)C3(Cc4ccccc4)CCCN3C(=O)OC(C)(C)C)ccc21, C1CCOC1. Product: CC(C)(C)OC(=O)N1CCCC1(Cc1ccccc1)C(=O)c1ccc2[nH]ccc2c1. Reaction SMILES: [C:1]([CH3:2])([CH3:3])([CH3:4])[O:5][C:6](=[O:7])[N:8]1[C:9]([C:13](=[O:14])[c:15]2[cH:16][c:17]3[cH:18][cH:19][n:20]([Si:24]([CH:25]([CH3:26])[CH3:27])([CH:28]([CH3:29])[CH3:30])[CH:31]([CH3:32])[CH3:33])[c:21]3[cH:22][cH:23]2)([CH2:34][c:35]2[cH:36][cH:37][cH:38][cH:39][cH:40]2)[CH2:10][CH2:11][CH2:12]1.[CH2:41]1[O:42][CH2:43][CH2:44][CH2:45]1>>[C:1]([CH3:2])([CH3:3])([CH3:4])[O:5][C:6](=[O:7])[N:8]1[C:9]([C:13](=[O:14])[c:15]2[cH:16][c:17]3[cH:18][cH:19][nH:20][c:21]3[cH:22][cH:23]2)([CH2:34][c:35]2[cH:36][cH:37][cH:38][cH:39][cH:40]2)[CH2:10][CH2:11][CH2:12]1.